From a dataset of the Open Reaction Database (ORD), a public repository of structured organic reaction records. describe an organic reaction: reactants, conditions, products, and yield Starting materials: CC1=CC(OC(=C1)CC1=CC=C(C=C1)Cl)=O (4-methyl-6-(4-chlorobenzyl)-2-pyrone), Cl.NO (hydroxylamine hydrochloride), NC1=NC=CC=C1 (2-aminopyridine). Yields the product ON1C(C=C(C=C1CC1=CC=C(C=C1)Cl)C)=O (1-hyroxy-4-methyl-6-(4-chlorobenzyl)-2-pyridone). Yield: 62.0%. RXN SMILES: [CH3:1][C:2]1[CH:7]=[C:6]([CH2:8][C:9]2[CH:14]=[CH:13][C:12]([Cl:15])=[CH:11][CH:10]=2)[O:5][C:4](=O)[CH:3]=1.Cl.[NH2:18][OH:19].NC1C=CC=CN=1>>[OH:19][N:18]1[C:6]([CH2:8][C:9]2[CH:14]=[CH:13][C:12]([Cl:15])=[CH:11][CH:10]=2)=[CH:7][C:2]([CH3:1])=[CH:3][C:4]1=[O:5] |f:1.2|. Procedure details: 5 g of 4-methyl-6-(4-chlorobenzyl)-2-pyrone, 2.5 g of hydroxylamine hydrochloride and 10 g of 2-aminopyridine were heated for 16 hours to 60°C. After the usual working up, there were obtained 3.3 g (62 %) of 1-hyroxy-4-methyl-6-(4-chlorobenzyl)-2-pyridone melting at 142° C (Calc.: 5.6% N, found 5.9 % N). Starting materials: [Cl-].[NH4+] (ammonium chloride), [H-].[Na+] (sodium hydride), OC1=CC(=C(C=C1)NC(OC)=O)C (methyl N-(4-hydroxy-2-methylphenyl)carbamate), BrCC=1OC2=C(N1)C=CC=C2 (2-bromomethylbenzoxazole). Solvent: CN(C=O)C (dimethylformamide). Run at time 5 minute. The product is O1C(=NC2=C1C=CC=C2)COC2=CC(=C(C=C2)NC(OC)=O)C (Methyl N-[4-(benzoxazol-2-ylmethoxy)-2-methylphenyl]carbamate). Isolated yield 92.9%. As a reaction SMILES: [H-].[Na+].[OH:3][C:4]1[CH:9]=[CH:8][C:7]([NH:10][C:11](=[O:14])[O:12][CH3:13])=[C:6]([CH3:15])[CH:5]=1.Br[CH2:17][C:18]1[O:19][C:20]2[CH:26]=[CH:25][CH:24]=[CH:23][C:21]=2[N:22]=1.[Cl-].[NH4+]>CN(C)C=O>[O:19]1[C:20]2[CH:26]=[CH:25][CH:24]=[CH:23][C:21]=2[N:22]=[C:18]1[CH2:17][O:3][C:4]1[CH:9]=[CH:8][C:7]([NH:10][C:11](=[O:14])[O:12][CH3:13])=[C:6]([CH3:15])[CH:5]=1 |f:0.1,4.5|. Procedure details: 52.8 mg of sodium hydride (as a 60% w/w dispersion in mineral oil) were added to a solution of 200 mg of methyl N-(4-hydroxy-2-methylphenyl)carbamate [prepared as described in Example 15(a) above] in 5 ml of dimethylformamide cooled in an ice-water bath. The resulting mixture was stirred at the same temperature for 5 minutes, and then 305.4 mg of 2-bromomethylbenzoxazole [prepared as described in step (a) above] were added. The temperature of the resulting mixture was elevated to room temperatur... The product is C1(CCCCC1)C[C@H]1NCC[C@@H](C1)C1=CC(NO1)=O (5-((2R,4S)-2-(Cyclohexylmethyl)piperidin-4-yl)isoxazol-3(2H)-one). The reactants are Br (HBr), C1(CCCCC1)C[C@H]1N(CC[C@@H](C1)C1=CC(NO1)=O)C(=O)OC ((2R,4S)-methyl 2-(cyclohexylmethyl)-4-(3-oxo-2,3-dihydroisoxazol-5-yl)piperidine-1-carboxylate). As a reaction SMILES: Br.[CH:2]1([CH2:8][C@@H:9]2[CH2:14][C@@H:13]([C:15]3[O:19][NH:18][C:17](=[O:20])[CH:16]=3)[CH2:12][CH2:11][N:10]2C(OC)=O)[CH2:7][CH2:6][CH2:5][CH2:4][CH2:3]1>>[CH:2]1([CH2:8][C@@H:9]2[CH2:14][C@@H:13]([C:15]3[O:19][NH:18][C:17](=[O:20])[CH:16]=3)[CH2:12][CH2:11][NH:10]2)[CH2:3][CH2:4][CH2:5][CH2:6][CH2:7]1. Procedure details: HBr (33% in acetic acid) (7 mL) was added to a reaction flask containing (2R,4S)-methyl 2-(cyclohexylmethyl)-4-(3-oxo-2,3-dihydroisoxazol-5-yl)piperidine-1-carboxylate (0.11 g, 0.34 mmol). The reaction was stirred vigorously overnight. The solvent was evaporated. Purification using preparative HPLC (pH=11, small column, sample dissolved in methanol/water (50/50), gradient 0-40, 20 minutes) gave the title compound (62 mg, yield 69%). 1H NMR (600 MHz, cd3od) δ 0.94 (s, 2H), 1.18 (s, 1H), 1.27 (s, ... Isolated yield 69.0%. Run at time 8 hour. The reactants are COC(=O)C1C2CC(O)C(N=[N+]=[N-])(C(=O)OC)C21, ClCCl, O=[Cr](=O)([O-])Cl, c1cc[nH+]cc1. Product: COC(=O)C1C2CC(=O)C(N=[N+]=[N-])(C(=O)OC)C21. Reaction SMILES: [CH3:1][O:2][C:3](=[O:4])[C:5]1([N:16]=[N+:17]=[N-:18])[CH:6]2[CH:7]([C:12](=[O:13])[O:14][CH3:15])[CH:8]2[CH2:9][CH:10]1[OH:11].[Cl:30][CH2:31][Cl:32].[O:19]=[Cr:20]([Cl:21])([O-:22])=[O:23].[nH+:24]1[cH:25][cH:26][cH:27][cH:28][cH:29]1>>[CH3:1][O:2][C:3](=[O:4])[C:5]1([N:16]=[N+:17]=[N-:18])[CH:6]2[CH:7]([C:12](=[O:13])[O:14][CH3:15])[CH:8]2[CH2:9][C:10]1=[O:11].